This data is from the Open Reaction Database (ORD), a public repository of structured organic reaction records. The task is: describe an organic reaction: reactants, conditions, products, and yield Starting materials: C(=O)(O)C1=CC=C(C=C1)S(=O)(=O)N (p-carboxybenzenesulfonamide), Cl (hydrogen chloride), C(C)O (ethanol). Product: C(C)OC(C1=CC=C(C=C1)S(=O)(=O)N)=O (4-(Aminosulfonyl)benzoic acid ethyl ester). As a reaction SMILES: [C:1]([C:4]1[CH:9]=[CH:8][C:7]([S:10]([NH2:13])(=[O:12])=[O:11])=[CH:6][CH:5]=1)([OH:3])=[O:2].Cl.[CH2:15](O)[CH3:16]>>[CH2:15]([O:2][C:1](=[O:3])[C:4]1[CH:9]=[CH:8][C:7]([S:10]([NH2:13])(=[O:12])=[O:11])=[CH:6][CH:5]=1)[CH3:16]. Reported procedure: A slurry of 10.0 g (0.05 mole) of p-carboxybenzenesulfonamide in 200 ml of absolute ethanol was treated with 10 g of anhydrous hydrogen chloride and heated at reflux for 5 h to give, after crystallization from ethyl acetate/petroleum ether, 10.6 g (93%) of white powder, mp 102°-104° C. The reactants are Cl.Cl.IC1=NN(C2=NC=NC(=C21)N)C2CCNCC2 (3-iodo-1-(4-piperidyl)-1H-pyrazolo[3,4-d]pyrimidin-4-amine dihydrochloride), C([O-])(O)=O.[Na+] (sodium bicarbonate), C(C1=CC=CC=C1)OC(=O)Cl (benzylchloroformate). The solvent is O (water), O1CCOCC1 (dioxane). Conditions: time 18 hour. Product: NC1=C2C(=NC=N1)N(N=C2I)C2CCN(CC2)C(=O)OCC2=CC=CC=C2 (benzyl 4-(4-amino-3-iodo-1H-pyrazolo[3,4-d]pyrimidin-1-yl)-1-piperidinecarboxylate). Isolated yield 75.1%. Reaction SMILES: Cl.Cl.[I:3][C:4]1[C:12]2[C:7](=[N:8][CH:9]=[N:10][C:11]=2[NH2:13])[N:6]([CH:14]2[CH2:19][CH2:18][NH:17][CH2:16][CH2:15]2)[N:5]=1.C(=O)(O)[O-].[Na+].[CH2:25]([O:32][C:33](Cl)=[O:34])[C:26]1[CH:31]=[CH:30][CH:29]=[CH:28][CH:27]=1>O.O1CCOCC1>[NH2:13][C:11]1[N:10]=[CH:9][N:8]=[C:7]2[N:6]([CH:14]3[CH2:19][CH2:18][N:17]([C:33]([O:32][CH2:25][C:26]4[CH:31]=[CH:30][CH:29]=[CH:28][CH:27]=4)=[O:34])[CH2:16][CH2:15]3)[N:5]=[C:4]([I:3])[C:12]=12 |f:0.1.2,3.4|. Procedure details: To a mixture of 3-iodo-1-(4-piperidyl)-1H-pyrazolo[3,4-d]pyrimidin-4-amine dihydrochloride (13.86 g, 0.0333 mol) and sodium bicarbonate (8.4 g, 0.0999 mol) in water (140 mL) was added benzylchloroformate (6.48 g, 0.0383 mol) in dioxane (120 mL) at room temperature. The mixture was stirred at room temperature under an atmosphere of nitrogen for 18 hours. The yellow solid was filtered and washed with ethyl ether to yield benzyl 4-(4-amino-3-iodo-1H-pyrazolo[3,4-d]pyrimidin-1-yl)-1-piperidinecarbox...